Dataset: the Open Reaction Database (ORD), a public repository of structured organic reaction records. Task: describe an organic reaction: reactants, conditions, products, and yield The reactants are [Br-].[Li+] (lithium bromide), C1(=CC=CC=C1)C (toluene), CCl (methyl chloride), C1(CC(CCC1)=O)=O (1,3-cyclohexanedione). Run in O (water), CCOCC (ether). Reaction conditions: time 18 hour. Product: C1(CC(CCC1)=O)=O.[Br-].[Li+] (1,3-cyclohexanedione lithium bromide). As a reaction SMILES: C1(C)C=CC=CC=1.CCl.[C:10]1(=[O:17])[CH2:15][CH2:14][CH2:13][C:12](=[O:16])[CH2:11]1.[Br-:18].[Li+:19]>O.CCOCC>[C:10]1(=[O:17])[CH2:15][CH2:14][CH2:13][C:12](=[O:16])[CH2:11]1.[Br-:18].[Li+:19] |f:3.4,7.8.9|. Reported procedure: To a solution containing 140 ml toluene, 65 ml methyl chloride, 25 ml ether and 5.72 g of 1,3-cyclohexanedione is added 2.0 ml of water and 8.86 g of lithium bromide. The mixture is stirred for 18 hrs. The solids are removed by filtration, washed with 100 ml of cold 4:1, hexane:methylene chloride and dried `in vacuo` to give 16.58 g of 1,3-cyclohexanedione/lithium bromide complex. The solvent is C(C)O (ethanol). Reaction SMILES: [CH2:1]([N:4]1[C:12]2[C:7](=[CH:8][C:9](/[CH:13]=[C:14](/[C:16](=[O:21])[NH:17][CH2:18][CH2:19][CH3:20])\[CH3:15])=[CH:10][CH:11]=2)[C:6]([CH2:22][C:23]2[CH:41]=[CH:40][C:26]([C:27]([NH:29][S:30]([C:33]3[CH:38]=[CH:37][CH:36]=[CH:35][C:34]=3[CH3:39])(=[O:32])=[O:31])=[O:28])=[CH:25][C:24]=2[O:42][CH3:43])=[CH:5]1)[CH:2]=[CH2:3]>[Pd].C(O)C>[CH3:43][O:42][C:24]1[CH:25]=[C:26]([CH:40]=[CH:41][C:23]=1[CH2:22][C:6]1[C:7]2[C:12](=[CH:11][CH:10]=[C:9]([CH2:13][CH:14]([C:16](=[O:21])[NH:17][CH2:18][CH2:19][CH3:20])[CH3:15])[CH:8]=2)[N:4]([CH2:1][CH2:2][CH3:3])[CH:5]=1)[C:27]([NH:29][S:30]([C:33]1[CH:38]=[CH:37][CH:36]=[CH:35][C:34]=1[CH3:39])(=[O:32])=[O:31])=[O:28]. Procedure: Palladium on carbon (10% w/w, 0.1 g) was added to a solution of E-4-[1-allyl-5-[2-(propylcarbamoyl)-1-propenyl]indol-3-ylmethyl]-3-methoxy-N-(2-methylphenylsulfonyl)benzamide (0.24 g) in ethanol (10 ml). The mixture was vigorously stirred and hydrogenated at atmospheric pressure for 4 hr. The catalyst was removed by filtration through diatomaceous earth, the filter pad washed with ethanol, and the filtrate evaporated. The white foam obtained was precipitated from a mixture of ethanol and 1M hydr... The reactants are C(C=C)N1C=C(C2=CC(=CC=C12)\C=C(/C)\C(NCCC)=O)CC1=C(C=C(C(=O)NS(=O)(=O)C2=C(C=CC=C2)C)C=C1)OC (E-4-[1-allyl-5-[2-(propylcarbamoyl)-1-propenyl]indol-3-ylmethyl]-3-methoxy-N-(2-methylphenylsulfonyl)benzamide). Reaction conditions: time 4 hour. The yield is 82.8%. The product is COC=1C=C(C(=O)NS(=O)(=O)C2=C(C=CC=C2)C)C=CC1CC1=CN(C2=CC=C(C=C12)CC(C)C(NCCC)=O)CCC (3-Methoxy-N-(2-methylphenylsulfonyl)-4-[1-propyl-5-[2-(propylcarbamoyl)propyl]indol-3-ylmethyl]benzamide). The reagents and catalysts are [Pd] (Palladium on carbon). Starting materials: N([C@@H](COCC1=CC=CC=C1)C(=O)N[C@@H]([C@H](OCC1=CC=CC=C1)C)C(=O)N[C@@H](CC1=CC=C(C=C1)OCC(=O)O)C(=O)OC)C(=O)OC(C)(C)C (Boc-Ser(Bzl)-Thr(Bzl)-Tyr(CH2COOH)-OCH3), N([C@@H](COCC1=CC=CC=C1)C(=O)N[C@@H](CC(N)=O)C(=O)N[C@@H](CC(C)C)C(=O)NN)C(=O)OC(C)(C)C (Boc-Ser(Bzl)-Asn-Leu-NHNH2). Yields the product N([C@@H](COCC1=CC=CC=C1)C(=O)N[C@@H](CC(N)=O)C(=O)N[C@@H](CC(C)C)C(=O)N[C@@H](COCC1=CC=CC=C1)C(=O)N[C@@H]([C@H](OCC1=CC=CC=C1)C)C(=O)N[C@@H](CC1=CC=C(C=C1)OCC(=O)O)C(=O)OC)C(=O)OC(C)(C)C (Boc-Ser(Bzl)-Asn-Leu-Ser(Bzl)-Thr(Bzl)-Tyr(CH2COOH)-OCH3). The yield is 63.8%. Reaction SMILES: N(C(OC(C)(C)C)=O)[C@H:2]([C:12]([NH:14][C@H:15]([C:26]([NH:28][C@H:29]([C:42]([O:44][CH3:45])=[O:43])[CH2:30][C:31]1[CH:36]=[CH:35][C:34]([O:37][CH2:38][C:39]([OH:41])=[O:40])=[CH:33][CH:32]=1)=[O:27])[C@@H:16]([CH3:25])[O:17][CH2:18][C:19]1[CH:24]=[CH:23][CH:22]=[CH:21][CH:20]=1)=[O:13])[CH2:3][O:4][CH2:5][C:6]1[CH:11]=[CH:10][CH:9]=[CH:8][CH:7]=1.[NH:53]([C:84]([O:86][C:87]([CH3:90])([CH3:89])[CH3:88])=[O:85])[C@H:54]([C:64]([NH:66][C@H:67]([C:72]([NH:74][C@H:75]([C:80]([NH:82]N)=[O:81])[CH2:76][CH:77]([CH3:79])[CH3:78])=[O:73])[CH2:68][C:69](=[O:71])[NH2:70])=[O:65])[CH2:55][O:56][CH2:57][C:58]1[CH:63]=[CH:62][CH:61]=[CH:60][CH:59]=1>>[NH:53]([C:84]([O:86][C:87]([CH3:90])([CH3:89])[CH3:88])=[O:85])[C@H:54]([C:64]([NH:66][C@H:67]([C:72]([NH:74][C@H:75]([C:80]([NH:82][C@H:2]([C:12]([NH:14][C@H:15]([C:26]([NH:28][C@H:29]([C:42]([O:44][CH3:45])=[O:43])[CH2:30][C:31]1[CH:32]=[CH:33][C:34]([O:37][CH2:38][C:39]([OH:41])=[O:40])=[CH:35][CH:36]=1)=[O:27])[C@@H:16]([CH3:25])[O:17][CH2:18][C:19]1[CH:24]=[CH:23][CH:22]=[CH:21][CH:20]=1)=[O:13])[CH2:3][O:4][CH2:5][C:6]1[CH:11]=[CH:10][CH:9]=[CH:8][CH:7]=1)=[O:81])[CH2:76][CH:77]([CH3:79])[CH3:78])=[O:73])[CH2:68][C:69](=[O:71])[NH2:70])=[O:65])[CH2:55][O:56][CH2:57][C:58]1[CH:63]=[CH:62][CH:61]=[CH:60][CH:59]=1. Procedure details: By using 2.50 g of Boc-Ser(Bzl)-Thr(Bzl)-Tyr(CH2COOH)-OCH3 and 2.23 g of Boc-Ser(Bzl)-Asn-Leu-NHNH2 and the same procedure as in Reference Example 7 was repeated to obtain 2.49 g (yield: 63.8%) of the above-mentioned objective product. Starting materials: C1CCNCC1, CN1CCCC1=O, Clc1ccnc2ccc(Br)cc12. The product is Brc1ccc2nccc(N3CCCCC3)c2c1. Reaction SMILES: [CH2:13]1[CH2:14][CH2:15][NH:16][CH2:17][CH2:18]1.[CH3:19][N:20]1[CH2:21][CH2:22][CH2:23][C:24]1=[O:25].[Cl:1][c:2]1[cH:3][cH:4][n:5][c:6]2[cH:7][cH:8][c:9]([Br:12])[cH:10][c:11]12>>[c:2]1([N:16]2[CH2:15][CH2:14][CH2:13][CH2:18][CH2:17]2)[cH:3][cH:4][n:5][c:6]2[cH:7][cH:8][c:9]([Br:12])[cH:10][c:11]12.